This data is from the Open Reaction Database (ORD), a public repository of structured organic reaction records. The task is: describe an organic reaction: reactants, conditions, products, and yield Starting materials: [OH-].[Na+] (sodium hydroxide), N1C(=CC2=CC=CC=C12)C(=O)NC1(C(N(C2=CC=CC=C12)CCCCC)=O)CCC(=O)OCC (ethyl 3-[2,3-dihydro-3-(1H-indol-2-ylcarbonyl)amino-2-oxo-1-pentyl-1H-indol-3-yl]propionate), C(C=C)#N (acrylonitrile), CN(C=O)C (dimethylformamide). Reagents/catalysts: N12CCCCCC2=NCCC1 (1,8-diazabicyclo-[5.4.0]undec-7-ene). Solvent: CO (methanol), O (water). Reaction conditions: temperature 80 celsius, time 22 hour. Product: C(#N)CCN1C(=CC2=CC=CC=C12)C(=O)NC1(C(N(C2=CC=CC=C12)CCCCC)=O)CCC(=O)O (3-[3-[1-(2-cyanoethyl)-1H-indol-2-ylcarbonylamino]-2,3-dihydro-2-oxo-1-pentyl-1H-indol-3-yl]propionic acid). Yield: 37.9%. Reaction SMILES: [NH:1]1[C:9]2[C:4](=[CH:5][CH:6]=[CH:7][CH:8]=2)[CH:3]=[C:2]1[C:10]([NH:12][C:13]1([CH2:28][CH2:29][C:30]([O:32]CC)=[O:31])[C:21]2[C:16](=[CH:17][CH:18]=[CH:19][CH:20]=2)[N:15]([CH2:22][CH2:23][CH2:24][CH2:25][CH3:26])[C:14]1=[O:27])=[O:11].[C:35](#[N:38])[CH:36]=[CH2:37].CN(C)C=O.[OH-].[Na+]>N12CCCN=C1CCCCC2.O.CO>[C:35]([CH2:36][CH2:37][N:1]1[C:9]2[C:4](=[CH:5][CH:6]=[CH:7][CH:8]=2)[CH:3]=[C:2]1[C:10]([NH:12][C:13]1([CH2:28][CH2:29][C:30]([OH:32])=[O:31])[C:21]2[C:16](=[CH:17][CH:18]=[CH:19][CH:20]=2)[N:15]([CH2:22][CH2:23][CH2:24][CH2:25][CH3:26])[C:14]1=[O:27])=[O:11])#[N:38] |f:3.4|. Reported procedure: A mixture of 375 mg of ethyl 3-[2,3-dihydro-3-(1H-indol-2-ylcarbonyl)amino-2-oxo-1-pentyl-1H-indol-3-yl]propionate, 530 mg of acrylonitrile, 3 drops of 1,8-diazabicyclo-[5.4.0]undec-7-ene (DBU) and 4 ml of dimethylformamide was stirred at 80° C. for 22 hours. The reaction mixture was diluted with water and extracted with ethyl acetate. After the extract was washed, dried and then treated with activated charcoal, the solvent was removed by evaporation under reduced pressure to afford a caramel. A... The reactants are O=C([O-])[O-], CN(C)C=O, O=Cc1ccc(Cl)cc1, [Na+], [Na+], O, Sc1ccccc1. The product is O=Cc1ccc(Sc2ccccc2)cc1. Reaction SMILES: [C:13](=[O:14])([O-:15])[O-:16].[CH3:1][N:2]([CH3:3])[CH:4]=[O:5].[Cl:19][c:20]1[cH:21][cH:22][c:23]([CH:24]=[O:25])[cH:26][cH:27]1.[Na+:17].[Na+:18].[OH2:28].[SH:6][c:7]1[cH:8][cH:9][cH:10][cH:11][cH:12]1>>[S:6]([c:7]1[cH:8][cH:9][cH:10][cH:11][cH:12]1)[c:20]1[cH:21][cH:22][c:23]([CH:24]=[O:25])[cH:26][cH:27]1. Starting materials: COC(=O)C(=NO)c1ccccc1Oc1ccc(C)cc1, CN, CO. Product: CNC(=O)C(=NO)c1ccccc1Oc1ccc(C)cc1. Reaction SMILES: [CH3:1][O:2][C:3]([C:4](=[N:5][OH:6])[c:7]1[c:8]([O:13][c:14]2[cH:15][cH:16][c:17]([CH3:20])[cH:18][cH:19]2)[cH:9][cH:10][cH:11][cH:12]1)=[O:21].[CH3:22][NH2:23].[CH3:24][OH:25]>>[O:2]=[C:3]([C:4](=[N:5][OH:6])[c:7]1[c:8]([O:13][c:14]2[cH:15][cH:16][c:17]([CH3:20])[cH:18][cH:19]2)[cH:9][cH:10][cH:11][cH:12]1)[NH:23][CH3:22]. The reactants are COC=C(C(=O)OC)c1ccc(Cl)cc1CBr, CC#N, Oc1ccc(OCC2CC2)cc1, [K+], [K+], O=C([O-])[O-]. Product: COC=C(C(=O)OC)c1ccc(Cl)cc1COc1ccc(OCC2CC2)cc1. As a reaction SMILES: [CH3:1][O:2][C:3]([C:4](=[CH:5][O:6][CH3:7])[c:8]1[c:9]([CH2:15][Br:16])[cH:10][c:11]([Cl:14])[cH:12][cH:13]1)=[O:17].[CH3:36][C:37]#[N:38].[CH:24]1([CH2:27][O:28][c:29]2[cH:30][cH:31][c:32]([OH:35])[cH:33][cH:34]2)[CH2:25][CH2:26]1.[K+:18].[K+:19].[O-:20][C:21]([O-:22])=[O:23]>>[CH3:1][O:2][C:3]([C:4](=[CH:5][O:6][CH3:7])[c:8]1[c:9]([CH2:15][O:35][c:32]2[cH:31][cH:30][c:29]([O:28][CH2:27][CH:24]3[CH2:25][CH2:26]3)[cH:34][cH:33]2)[cH:10][c:11]([Cl:14])[cH:12][cH:13]1)=[O:17]. The reactants are [BH4-], CO, O=Cc1ccc(-c2ccc(C(CC3CCOCC3)c3ccc(S(=O)(=O)C4CC4)cc3)[nH]2)nc1, [Na+], C1CCOC1, O. The product is O=S(=O)(c1ccc(C(CC2CCOCC2)c2ccc(-c3ccc(CO)cn3)[nH]2)cc1)C1CC1. Reaction SMILES: [BH4-:41].[CH3:39][OH:40].[CH:1]1([S:4](=[O:5])(=[O:6])[c:7]2[cH:8][cH:9][c:10]([CH:13]([CH2:14][CH:15]3[CH2:16][CH2:17][O:18][CH2:19][CH2:20]3)[c:21]3[cH:22][cH:23][c:24](-[c:26]4[cH:27][cH:28][c:29]([CH:32]=[O:33])[cH:30][n:31]4)[nH:25]3)[cH:11][cH:12]2)[CH2:2][CH2:3]1.[Na+:42].[O:34]1[CH2:35][CH2:36][CH2:37][CH2:38]1.[OH2:43]>>[CH:1]1([S:4](=[O:5])(=[O:6])[c:7]2[cH:8][cH:9][c:10]([CH:13]([CH2:14][CH:15]3[CH2:16][CH2:17][O:18][CH2:19][CH2:20]3)[c:21]3[cH:22][cH:23][c:24](-[c:26]4[cH:27][cH:28][c:29]([CH2:32][OH:33])[cH:30][n:31]4)[nH:25]3)[cH:11][cH:12]2)[CH2:2][CH2:3]1. Reactants: CC(=O)Oc1c(C)cccc1C(Br)CCBr, C1CCOC1, Cc1ccccc1, Cl, [Mg], O. Yields the product CC(=O)Oc1c(C)cccc1C1CC1. RXN SMILES: [C:7]([CH3:8])(=[O:9])[O:10][c:11]1[c:12]([CH:18]([CH2:19][CH2:20][Br:22])[Br:21])[cH:13][cH:14][cH:15][c:16]1[CH3:17].[CH2:2]1[O:3][CH2:4][CH2:5][CH2:6]1.[CH3:24][c:25]1[cH:26][cH:27][cH:28][cH:29][cH:30]1.[ClH:23].[Mg:1].[OH2:31]>>[C:7]([CH3:8])(=[O:9])[O:10][c:11]1[c:12]([CH:18]2[CH2:19][CH2:20]2)[cH:13][cH:14][cH:15][c:16]1[CH3:17]. Starting materials: C(=O)(OCC)CC=1C=C2C(=CNC2=CC1)CCN (2-[5-carboethoxymethyl-1H-indol-3-yl]ethylamine), C(C1=CC=CC=C1)=O (benzaldehyde), [BH4-].[Na+] (NaBH4). Run in CCO (EtOH). Conditions: time 22 hour. Product: C(C1=CC=CC=C1)NCCC1=CNC2=CC=C(C=C12)CC(=O)OCC (N-Benzyl-2-[5-carboethoxymethyl-1H-indol-3-yl]ethylamine). Isolated yield 72.7%. Reaction SMILES: [C:1]([CH2:6][C:7]1[CH:8]=[C:9]2[C:13](=[CH:14][CH:15]=1)[NH:12][CH:11]=[C:10]2[CH2:16][CH2:17][NH2:18])([O:3][CH2:4][CH3:5])=[O:2].[CH:19](=O)[C:20]1[CH:25]=[CH:24][CH:23]=[CH:22][CH:21]=1.[BH4-].[Na+]>CCO>[CH2:19]([NH:18][CH2:17][CH2:16][C:10]1[C:9]2[C:13](=[CH:14][CH:15]=[C:7]([CH2:6][C:1]([O:3][CH2:4][CH3:5])=[O:2])[CH:8]=2)[NH:12][CH:11]=1)[C:20]1[CH:25]=[CH:24][CH:23]=[CH:22][CH:21]=1 |f:2.3|. Reported procedure: To a solution of 2-[5-carboethoxymethyl-1H-indol-3-yl]ethylamine (2.8 g, 11.37 mmol) in EtOH (45 ml) was added freshly distilled benzaldehyde (1.21 g, 11.37 mmol) and the resulting solution was stirred at room temperature for 22 h. NaBH4 (0.434 g, 11.48 mmol) was added portionwise over 10 min at room temperature and the resulting mixture was stirred for a further 0.5 h before the solvent was removed under vacuum. The resulting residue was taken up into water (20 ml) and acidified with 1N HCl (30...